Task: describe an organic reaction: reactants, conditions, products, and yield. Dataset: the Open Reaction Database (ORD), a public repository of structured organic reaction records Reactants: O=C1C(CNC2=C(N1)C=C(C=C2)C)NC(=O)OC(C)(C)C (2-Oxo-3-tert-butoxycarbonylamino-8-methyl-1,3,4,5-tetrahydro-2H-1,5-benzodiazepine), BrC1C=CCCC1 (3-bromocyclohexene), C([O-])(O)=O.[Na+] (sodium bicarbonate). Run in CO (methanol). Run at time 5 hour. Product: O=C1C(CN(C2=C(N1)C=C(C=C2)C)C2C=CCCC2)NC(=O)OC(C)(C)C (2-oxo-3-tert-butoxycarbonylamino-5-(2-cyclohexene-1-yl)-8-methyl-1,3,4,5-tetrahydro-2H-1,5-benzodiazepine). The yield is 35.6%. As a reaction SMILES: [O:1]=[C:2]1[NH:8][C:7]2[CH:9]=[C:10]([CH3:13])[CH:11]=[CH:12][C:6]=2[NH:5][CH2:4][CH:3]1[NH:14][C:15]([O:17][C:18]([CH3:21])([CH3:20])[CH3:19])=[O:16].Br[CH:23]1[CH2:28][CH2:27][CH2:26][CH:25]=[CH:24]1.C(=O)(O)[O-].[Na+]>CO>[O:1]=[C:2]1[NH:8][C:7]2[CH:9]=[C:10]([CH3:13])[CH:11]=[CH:12][C:6]=2[N:5]([CH:28]2[CH2:27][CH2:26][CH2:25][CH:24]=[CH:23]2)[CH2:4][CH:3]1[NH:14][C:15]([O:17][C:18]([CH3:21])([CH3:20])[CH3:19])=[O:16] |f:2.3|. Procedure: 2-Oxo-3-tert-butoxycarbonylamino-8-methyl-1,3,4,5-tetrahydro-2H-1,5-benzodiazepine (3.00 g) obtained from Referential Example 7 was suspended in methanol (30 ml), 90% 3-bromocyclohexene (6.08 g) and sodium bicarbonate (2.85 g) were added, and the mixture was stirred for 5 hours at room temperature. The reaction mixture was concentrated under reduced pressure, water (100 ml) was added to the residue, extracted with chloroform. The organic layer was dried over anhydrous sodium sulfate, the solvent... Starting materials: FC1=CC=C(C=C1)C1=C(N=C(N1)C(F)(F)F)C1=CC=C(C=C1)S(=O)(=O)C (5-(4-fluorophenyl)-4-(4-methylsulfonylphenyl)-2-trifluoromethyl-1H-imidazole), [NH4+].[Cl-] (NH4Cl), [H-].[Na+] (sodium hydride), C[Si](C)(C)CCOCCl (Trimethylsilylethoxymethyl chloride). The product is FC1=CC=C(C=C1)C1=C(N=C(N1COCC[Si](C)(C)C)C(F)(F)F)C1=CC=C(C=C1)S(=O)(=O)C (5-(4-Fluorophenyl)-4-(4-methylsulfonylphenyl)-2-trifluoromethyl-1-(2-trimethylsilylethoxymethyl)-1H-imidazole). Solvent: CN(C=O)C (DMF), CCCCCC (hexane), CN(C=O)C (dimethylformamide). RXN SMILES: [H-].[Na+].[F:3][C:4]1[CH:9]=[CH:8][C:7]([C:10]2[NH:14][C:13]([C:15]([F:18])([F:17])[F:16])=[N:12][C:11]=2[C:19]2[CH:24]=[CH:23][C:22]([S:25]([CH3:28])(=[O:27])=[O:26])=[CH:21][CH:20]=2)=[CH:6][CH:5]=1.[CH3:29][Si:30]([CH2:33][CH2:34][O:35][CH2:36]Cl)([CH3:32])[CH3:31].[NH4+].[Cl-]>CN(C)C=O.CCCCCC>[F:3][C:4]1[CH:9]=[CH:8][C:7]([C:10]2[N:14]([CH2:36][O:35][CH2:34][CH2:33][Si:30]([CH3:32])([CH3:31])[CH3:29])[C:13]([C:15]([F:18])([F:16])[F:17])=[N:12][C:11]=2[C:19]2[CH:24]=[CH:23][C:22]([S:25]([CH3:28])(=[O:26])=[O:27])=[CH:21][CH:20]=2)=[CH:6][CH:5]=1 |f:0.1,4.5|. Run at temperature 25 celsius. Procedure details: A mixture of hexane-washed sodium hydride (NaH) (110 mg of 60%, 2.8 mmol) in dimethylformamide (DMF) (15 ml) was stirred under a nitrogen atmosphere at 25° C. and a solution of 5-(4-fluorophenyl)-4-(4-methylsulfonylphenyl)-2-trifluoromethyl-1H-imidazole (Example 1) (970 mg, 2.5 mmol) in DMF (5 ml) was added over 15 minutes. This mixture was stirred an additional 30 minutes. Trimethylsilylethoxymethyl chloride (450 mg, 3 mmol) was added and the reaction mixture was stirred for 16 hours at 25° C. ... Reaction SMILES: [F:1][CH:2]([F:21])[CH2:3][O:4][C:5]1[CH:15]=[C:14]([NH:16][CH3:17])[C:13]([N+:18]([O-])=O)=[CH:12][C:6]=1[C:7]([O:9][CH2:10][CH3:11])=[O:8].[O-]S([O-])(=O)=O.[Na+].[Na+]>[Ni].C1COCC1>[NH2:18][C:13]1[C:14]([NH:16][CH3:17])=[CH:15][C:5]([O:4][CH2:3][CH:2]([F:21])[F:1])=[C:6]([CH:12]=1)[C:7]([O:9][CH2:10][CH3:11])=[O:8] |f:1.2.3|. The reactants are FC(COC1=C(C(=O)OCC)C=C(C(=C1)NC)[N+](=O)[O-])F (ethyl 2-(2,2-difluoroethoxy)-4-(methylamino)-5-nitrobenzoate), [O-]S(=O)(=O)[O-].[Na+].[Na+] (Na2SO4). Procedure details: A mixture of ethyl 2-(2,2-difluoroethoxy)-4-(methylamino)-5-nitrobenzoate (2.0 g; 6.57 mmol), RaNi (1.0 g) and THF (100 mL) is stirred under H2-atmosphere (8 atm) overnight at rt. Na2SO4 is added and the mixture is stirred another 30 min under H2-atmosphere. The mixture is filtered through celite and concentrated and the sub-title compound is used in the next step without further purification. Solvent: C1CCOC1 (THF). Conditions: time 8 hour. The product is NC=1C(=CC(=C(C(=O)OCC)C1)OCC(F)F)NC (Ethyl 5-amino-2-(2,2-difluoroethoxy)-4-(methylamino)benzoate). The reagents and catalysts are [Ni] (RaNi). RXN SMILES: [Cl:1][C:2]1[CH:20]=[C:19]([N+:21]([O-:23])=[O:22])[CH:18]=[CH:17][C:3]=1[C:4]([N:6]1[CH2:12][CH2:11][CH2:10][C:9](=[O:13])[C:8]2[S:14][CH:15]=[CH:16][C:7]1=2)=[O:5].C(O[CH:29](N(C)C)[N:30]([CH3:32])[CH3:31])(C)(C)C>C(Cl)Cl>[CH3:29][N:30]([CH:32]=[C:10]1[CH2:11][CH2:12][N:6]([C:4](=[O:5])[C:3]2[CH:17]=[CH:18][C:19]([N+:21]([O-:23])=[O:22])=[CH:20][C:2]=2[Cl:1])[C:7]2[CH:16]=[CH:15][S:14][C:8]=2[C:9]1=[O:13])[CH3:31]. The reactants are ClC1=C(C(=O)N2C3=C(C(CCC2)=O)SC=C3)C=CC(=C1)[N+](=O)[O-] (4,5,6,7-tetrahydro-4-(2-chloro-4-nitrobenzoyl)-8H-thieno[3,2-b]azepin-8-one), C(C)(C)(C)OC(N(C)C)N(C)C (tert-butoxy-bis(dimethylamino)methane). The product is CN(C)C=C1C(C2=C(N(CC1)C(C1=C(C=C(C=C1)[N+](=O)[O-])Cl)=O)C=CS2)=O (7-[(Dimethylamino)methylene]-4,5,6,7-tetrahydro-4-(2-chloro-4-nitrobenzoyl)-8H-thieno[3,2-b]azepin-8-one). Solvent: C(Cl)Cl (methylene chloride). Procedure details: A mixture of 3.0 g of 4,5,6,7-tetrahydro-4-(2-chloro-4-nitrobenzoyl)-8H-thieno[3,2-b]azepin-8-one and 20 ml of tert-butoxy-bis(dimethylamino)methane is heated on a steam bath 2 hours followed by the addition of 10 ml of methylene chloride. The reaction mixture is refluxed for 1 hour. The reaction mixture is evaporated in vacuo to a residue which is diluted with 100 ml of methylene chloride and filtered through a pad of hydrous magnesium silicate. The filtrate is filtered through a short column o... Reactants: C(=O)(O)[O-].[Na+] (NaHCO3), [Sn](Cl)(Cl)(Cl)Cl (Tin tetrachloride), C(C=C)OC1=C(C(O)=CC=C1)O (3-Allyloxycatechol), αα′-dichloromethyl methyl ether, C(CC(O)(C(=O)O)CC(=O)O)(=O)O (citric acid). The solvent is C(Cl)Cl (CH2Cl2). Reaction conditions: temperature 0 celsius, time 1.5 hour. Yields the product C(C=C)OC1=C(C(=C(C=O)C=C1)O)O (4-Allyloxy-2,3-dihydroxybenzaldehyde), compound. Yield: 76.0%. Reaction SMILES: [Sn](Cl)(Cl)(Cl)Cl.[CH2:6]([O:9][C:10]1[CH:16]=[CH:15][CH:14]=[C:12]([OH:13])[C:11]=1[OH:17])[CH:7]=[CH2:8].[C:18]([O-])(O)=[O:19].[Na+].C(O)(=O)CC(CC(O)=O)(C(O)=O)O>C(Cl)Cl>[CH2:6]([O:9][C:10]1[CH:16]=[CH:15][C:14]([CH:18]=[O:19])=[C:12]([OH:13])[C:11]=1[OH:17])[CH:7]=[CH2:8] |f:2.3|. Procedure details: Tin tetrachloride (0.31 g, 0.14 mL, 1.32 mmol) was added to a solution of 39 (0.20 g, 1.20 mmol) and αα′-dichloromethyl methyl ether (0.15 g, 0.12 mL, 1.32 mmol) in CH2Cl2 at −78° C. The pale brown reaction mixture was stirred at this temperature for 1.5 h, then poured into an excess of saturated NaHCO3 aq. cooled at 0° C. The mixture was stirred for 15 min, acidified to pH 5 by the addition of 5% w/v citric acid then extracted with CH2Cl2 (3×). The organic phase was dried (Na2SO4) and evaporate... Starting materials: CC(=O)OC1OCCC1NC(=O)C(CC(C)C)NC(=O)OCc1ccccc1, CCOC(=O)CO, C1CCOC1, Cc1ccc(S(=O)(=O)O)cc1. Product: CCOC(=O)COC1OCCC1NC(=O)C(CC(C)C)NC(=O)OCc1ccccc1. As a reaction SMILES: [C:1]([O:2][CH:5]1[O:6][CH2:7][CH2:8][CH:9]1[NH:10][C:11]([CH:12]([NH:13][C:14](=[O:15])[O:16][CH2:17][c:18]1[cH:19][cH:20][cH:21][cH:22][cH:23]1)[CH2:24][CH:25]([CH3:26])[CH3:27])=[O:28])(=[O:3])[CH3:4].[C:40]([CH2:41][OH:42])(=[O:43])[O:44][CH2:45][CH3:46].[O:47]1[CH2:48][CH2:49][CH2:50][CH2:51]1.[c:29]1([CH3:30])[cH:31][cH:32][c:33]([S:34]([OH:35])(=[O:36])=[O:37])[cH:38][cH:39]1>>[CH:5]1([O:42][CH2:41][C:40](=[O:43])[O:44][CH2:45][CH3:46])[O:6][CH2:7][CH2:8][CH:9]1[NH:10][C:11]([CH:12]([NH:13][C:14](=[O:15])[O:16][CH2:17][c:18]1[cH:19][cH:20][cH:21][cH:22][cH:23]1)[CH2:24][CH:25]([CH3:26])[CH3:27])=[O:28]. The reactants are C[O-].[Na+] (sodium methoxide), C(OC)(OC)=O (dimethyl carbonate), CC1=CC=C(C=C1)C1=CC=C2CCCC(C2=C1)=O (7-(4-methylphenyl)-1-tetralone). Solvent: Cl (hydrochloric acid). Reaction conditions: temperature 0 celsius, time 4 hour. Yields the product CC1=CC=C(C=C1)C1=CC=C2CCC(=CC2=C1)C(=O)O (7-(4-methyl-phenyl)-3,4-dihydronaphthalene-2-carboxylic acid). Reaction SMILES: C[O-].[Na+].[C:4](=[O:9])(OC)[O:5]C.[CH3:10][C:11]1[CH:16]=[CH:15][C:14]([C:17]2[CH:26]=[C:25]3[C:20]([CH2:21][CH2:22][CH2:23][C:24]3=O)=[CH:19][CH:18]=2)=[CH:13][CH:12]=1>Cl>[CH3:10][C:11]1[CH:12]=[CH:13][C:14]([C:17]2[CH:26]=[C:25]3[C:20]([CH2:21][CH2:22][C:23]([C:4]([OH:5])=[O:9])=[CH:24]3)=[CH:19][CH:18]=2)=[CH:15][CH:16]=1 |f:0.1|. Procedure details: A mixture of sodium methoxide (5.63 g), dimethyl carbonate (33 ml) and 7-(4-methylphenyl)-1-tetralone (4.93 g) was refluxed for 30 minutes. The reaction mixture -was cooled to 0° C., and to the mixture was gradually added 3N hydrochloric acid (80 ml). The mixture was extracted with ethyl acetate. The organic layer was washed with saturated sodium chloride solution, dried with anhydrous sodium sulfate, and concentrated under reduced pressure. The residue was dissolved in THF (30 ml), and to the m... Starting materials: C1=C(C=O)C(c2cc(ccc2O1)[N+]([O-])=O)=O, CC1=CN=C(C=C1)N, [C-]#[N+]C1CCCCC1. Yield: 0.2%. Run in CC(C)O (isopropyl alcohol), CC(C)O (isopropylalcohol). Run at temperature 22 celsius, time 20 hour. The reagents and catalysts are O=C(O)C(F)(F)F (trifluoroacetic acid). Product: Cc1ccc2nc(C3=COc4ccc(cc4C3=O)[N+]([O-])=O)c(NC3CCCCC3)n2c1. RXN SMILES: CC1=CC=C(N)N=C1.[C-]#[N+]C1CCCCC1.O=CC1=COC2=C(C=C(C=C2)N(=O)=O)C1=O>>CC1=CN2C(C=C1)=NC(=C2NC1CCCCC1)C1=COC2=C(C=C(C=C2)N(=O)=O)C1=O. Starting materials: FC1=CC=C(C#N)C=C1 (4-fluorobenzonitrile), C(C)N(C(C1=C(C=C(C=C1)OC)C)=O)CC (N,N-diethyl-4-methoxy-2-methylbenzamide), C(C)(C)(C)[Li] (tert-butyllithium), CCCCC (pentane). The solvent is C1CCOC1 (THF), C1CCOC1 (THF). Run at time 16 hour. The product is FC1=CC=C(C=C1)C=1N=C(C2=CC=C(C=C2C1)OC)O (3-(4-fluorophenyl)-6-methoxyisoquinolin-1-ol). Isolated yield 57.5%. Reaction SMILES: C([N:3]([CH2:15][CH3:16])[C:4](=[O:14])[C:5]1[CH:10]=[CH:9][C:8]([O:11][CH3:12])=[CH:7][C:6]=1[CH3:13])C.C([Li])(C)(C)C.CCCCC.[F:27][C:28]1[CH:35]=[CH:34]C(C#N)=[CH:30][CH:29]=1>C1COCC1>[F:27][C:28]1[CH:35]=[CH:34][C:16]([C:15]2[N:3]=[C:4]([OH:14])[C:5]3[C:6]([CH:13]=2)=[CH:7][C:8]([O:11][CH3:12])=[CH:9][CH:10]=3)=[CH:30][CH:29]=1. Reported procedure: To a solution of N,N-diethyl-4-methoxy-2-methylbenzamide (500 mg, 2.259 mmol) in THF (4.52 ml) at −78° C. was added dropwise tert-butyllithium 1.7 M in pentane (1.59 ml, 2.71 mmol) and the solution was stirred for 0.5 h before addition of 4-fluorobenzonitrile (274 mg, 2.259 mmol) in THF (4.52 ml). The resulting solution was warmed to RT and stirred for 16 h. The reaction mixture was quenched with water, neutralized with 1 N HCl. The precipitated solid was collected and washed with water to give ... The reactants are Cc1cc(COS(C)(=O)=O)on1, O=C(c1c[nH]c2cc(Cl)ccc12)N1CCC2(CC1)OCc1ccccc12. Yields the product Cc1cc(Cn2cc(C(=O)N3CCC4(CC3)OCc3ccccc34)c3ccc(Cl)cc32)on1. Reaction SMILES: [CH3:27][c:28]1[n:29][o:30][c:31]([CH2:33][O:34][S:35]([CH3:36])(=[O:37])=[O:38])[cH:32]1.[Cl:1][c:2]1[cH:3][cH:4][c:5]2[c:6]([C:11](=[O:12])[N:13]3[CH2:14][CH2:15][C:16]4([O:17][CH2:18][c:19]5[c:20]4[cH:21][cH:22][cH:23][cH:24]5)[CH2:25][CH2:26]3)[cH:7][nH:8][c:9]2[cH:10]1>>[Cl:1][c:2]1[cH:3][cH:4][c:5]2[c:6]([C:11](=[O:12])[N:13]3[CH2:14][CH2:15][C:16]4([O:17][CH2:18][c:19]5[c:20]4[cH:21][cH:22][cH:23][cH:24]5)[CH2:25][CH2:26]3)[cH:7][n:8]([CH2:33][c:31]3[o:30][n:29][c:28]([CH3:27])[cH:32]3)[c:9]2[cH:10]1.